From a dataset of the Open Reaction Database (ORD), a public repository of structured organic reaction records. describe an organic reaction: reactants, conditions, products, and yield Starting materials: COC(C(=CC1=CC=CC2=NON=C21)C(C)=O)=O (2-acetyl-3-(2,1,3-benzoxadiazol-4-yl)-2-propenoic acid methyl ester), N=1ON=C2C1C=CC=C2C=O (2,1,3-Benzoxadiazol-4-carbaldehyde), COC(CC(=O)C)=O (aceto-acetic acid methyl ester), N1CCCCC1 (piperidine), CN(CCOC(\C=C(\C)/N)=O)C (3-aminocrotonic acid-(2-dimethylaminoethyl)ester). Run in O1CCOCC1 (dioxane), C1=CC=CC=C1 (benzene), C(C)(=O)O (acetic acid). Yields the product CN(CCOC(CC(=O)C)=O)C (aceto-acetic acid-(2-dimethylaminoetyl)ester), N (ammonia). Reaction SMILES: [N:1]1ON=C2C(C=O)=CC=CC=12.[CH3:12][O:13][C:14](=[O:19])[CH2:15][C:16]([CH3:18])=[O:17].N1CCCCC1.COC(=O)C(C(=O)C)=CC1C2C(=NON=2)C=CC=1.[CH3:44][N:45]([CH3:55])[CH2:46]COC(=O)/C=C(\N)/C>C1C=CC=CC=1.O1CCOCC1.C(O)(=O)C>[CH3:44][N:45]([CH3:55])[CH2:46][CH2:12][O:13][C:14](=[O:19])[CH2:15][C:16]([CH3:18])=[O:17].[NH3:1]. Procedure details: 2,1,3-Benzoxadiazol-4-carbaldehyde is reacted with aceto-acetic acid methyl ester in benzene in the presence of catalytic amounts of piperidine and acetic acid. The resultant 2-acetyl-3-(2,1,3-benzoxadiazol-4-yl)-2-propenoic acid methyl ester (crystalline, mixture of Z and E isomers) is cyclized in dioxane under refluxing with an equivalent amount of 3-aminocrotonic acid-(2-dimethylaminoethyl)ester {M.P. 56°; obtained by reaction of aceto-acetic acid-(2-dimethylaminoetyl)ester [B.P.0.01 mm 140°-... Reactants: IC=1C=C(C=O)C=C(C1OC)C (3-iodo4-methoxy-5-methylbenzaldehyde), COCCOC (DME), C1(=CC=CC=C1)B(O)O (phenylboronic acid), O.O.O.O.O.O.O.O.[OH-].[Ba+2].[OH-] (barium hydroxide octahydrate). Reagents/catalysts: C(C)(=O)[O-].[Pd+2].C(C)(=O)[O-] (palladium(II) acetate). The product is COC1=C(C=C(C=C1C1=CC=CC=C1)C=O)C (6-Methoxy-5-methyl-biphenyl-3-carbaldehyde). The yield is 84.0%. Reaction SMILES: I[C:2]1[CH:3]=[C:4]([CH:7]=[C:8]([CH3:12])[C:9]=1[O:10][CH3:11])[CH:5]=[O:6].[C:13]1(B(O)O)[CH:18]=[CH:17]C=[CH:15][CH:14]=1.O.O.O.O.O.O.O.O.[OH-].[Ba+2].[OH-].[CH3:33]OCCOC>C([O-])(=O)C.[Pd+2].C([O-])(=O)C>[CH3:11][O:10][C:9]1[C:8]([C:12]2[CH:17]=[CH:18][CH:13]=[CH:14][CH:15]=2)=[CH:7][C:4]([CH:5]=[O:6])=[CH:3][C:2]=1[CH3:33] |f:2.3.4.5.6.7.8.9.10.11.12,14.15.16|. Procedure details: The tide compound was prepared according to the procedure in Example 2, step 3 using 3-iodo4-methoxy-5-methylbenzaldehyde (2.24 g, 8.11 mmol), phenylboronic acid (1.09 g, 8.92 mmol), palladium(II) acetate (36.4 mg, 0.162 mmol) and barium hydroxide octahydrate (3.83 g, 12.2 mmol) in DME:H20. Purification on Biotage KP-Sil eluting with 15% acetone/hexane gave 1.54 g (84%) of the title compound as a yellow oil. 1H NMR (DMSO-d6) δ2.37 (s, 3 H), 3.39 (s, 3 H), 7.42-7.59 (m, 5 H), 7.74-7.79 (m, 2 H), ... The reactants are C1COCCO1, COC(=O)C1(C)c2ccccc2-c2ccccc21, [Na+], [OH-]. Yields the product CC1(C(=O)O)c2ccccc2-c2ccccc21. As a reaction SMILES: [CH2:21]1[O:22][CH2:23][CH2:24][O:25][CH2:26]1.[CH3:1][C:2]1([C:15](=[O:16])[O:17][CH3:18])[c:3]2[cH:4][cH:5][cH:6][cH:7][c:8]2-[c:9]2[cH:10][cH:11][cH:12][cH:13][c:14]21.[Na+:20].[OH-:19]>>[CH3:1][C:2]1([C:15](=[O:16])[OH:17])[c:3]2[cH:4][cH:5][cH:6][cH:7][c:8]2-[c:9]2[cH:10][cH:11][cH:12][cH:13][c:14]21. The reactants are CC(=O)OCCCCCOc1cccc(C=O)c1, COC(=O)C=P(c1ccccc1)(c1ccccc1)c1ccccc1. The product is COC(=O)C=Cc1cccc(OCCCCCOC(C)=O)c1. RXN SMILES: [C:1]([CH3:2])(=[O:3])[O:4][CH2:5][CH2:6][CH2:7][CH2:8][CH2:9][O:10][c:11]1[cH:12][c:13]([CH:14]=[O:15])[cH:16][cH:17][cH:18]1.[c:19]1([P:20]([c:21]2[cH:22][cH:23][cH:24][cH:25][cH:26]2)([c:27]2[cH:28][cH:29][cH:30][cH:31][cH:32]2)=[CH:38][C:39](=[O:40])[O:41][CH3:42])[cH:33][cH:34][cH:35][cH:36][cH:37]1>>[C:1]([CH3:2])(=[O:3])[O:4][CH2:5][CH2:6][CH2:7][CH2:8][CH2:9][O:10][c:11]1[cH:12][c:13]([CH:14]=[CH:38][C:39](=[O:40])[O:41][CH3:42])[cH:16][cH:17][cH:18]1. Reactants: CN(C)C=O (DMF), C(CCC)[Li] (n-butyl lithium), hexanes, S1C=CC2=C1C=CC=C2 (benzothiophene). Yields the product S1C2=C(C=C1C=O)C=CC=C2 (Benzo[b]thiophene-2-carbaldehyde). Reaction conditions: temperature -78 celsius, time 1 hour. Procedure details: To a solution of benzothiophene (2 g, 14.9 mmol) in 100 mL of THF cooled to −78° C. was added 1.6 M n-butyl lithium in hexanes (10.25 mL, 16.39 mmol). The mixture was stirred at −78° C. for 1 h, warmed to 0° C., stirred for 5 min, recooled to −78° C. and treated with DMF (4.62 mL, 59.61 mmol). The temperature was allowed to rise slowly overnight. The reaction was quenched with saturated aqueous ammonium chloride and extracted with diethyl ether. The combined organic extracts were washed with wat... RXN SMILES: [S:1]1[C:5]2[CH:6]=[CH:7][CH:8]=[CH:9][C:4]=2[CH:3]=[CH:2]1.C([Li])CCC.CN([CH:18]=[O:19])C>C1COCC1>[S:1]1[C:2]([CH:18]=[O:19])=[CH:3][C:4]2[CH:9]=[CH:8][CH:7]=[CH:6][C:5]1=2. Solvent: C1CCOC1 (THF). Reactants: ClCCCl, Cc1cnc2[nH]cc3c2c1CN(C(C(=O)O)C(C)(C)C)C3=O, CN1CCOCC1, CN(C)c1ccncc1, Cl, Cl, N#CC1CNC1, CN(C)C=O, O, On1nnc2ccccc21. Product: Cc1cnc2[nH]cc3c2c1CN(C(C(=O)N1CC(C#N)C1)C(C)(C)C)C3=O. RXN SMILES: [CH2:30]([Cl:31])[CH2:32][Cl:33].[CH3:1][C:2]([CH:3]([C:4](=[O:5])[OH:6])[N:7]1[CH2:8][c:9]2[c:10]([CH3:20])[cH:11][n:12][c:13]3[c:14]2[c:15]([cH:18][nH:19]3)[C:16]1=[O:17])([CH3:21])[CH3:22].[CH3:23][N:24]1[CH2:25][CH2:26][O:27][CH2:28][CH2:29]1.[CH3:53][N:54]([c:55]1[cH:56][cH:57][n:58][cH:59][cH:60]1)[CH3:61].[ClH:34].[ClH:46].[NH:47]1[CH2:48][CH:49]([C:51]#[N:52])[CH2:50]1.[O:62]=[CH:63][N:64]([CH3:65])[CH3:66].[OH2:45].[OH:35][n:36]1[c:37]2[c:38]([cH:39][cH:40][cH:41][cH:42]2)[n:43][n:44]1>>[CH3:1][C:2]([CH:3]([C:4](=[O:6])[N:47]1[CH2:48][CH:49]([C:51]#[N:52])[CH2:50]1)[N:7]1[CH2:8][c:9]2[c:10]([CH3:20])[cH:11][n:12][c:13]3[c:14]2[c:15]([cH:18][nH:19]3)[C:16]1=[O:17])([CH3:21])[CH3:22].